Dataset: the Open Reaction Database (ORD), a public repository of structured organic reaction records. Task: describe an organic reaction: reactants, conditions, products, and yield The reactants are CCOC(=O)C(C)(Cc1ccc(OCCC2CN(Cc3ccc4ccccc4c3)C(=O)N2)cc1)Oc1ccccc1, [H-], CI, [Na+], CN(C)C=O. Yields the product CCOC(=O)C(C)(Cc1ccc(OCCC2CN(Cc3ccc4ccccc4c3)C(=O)N2C)cc1)Oc1ccccc1. Reaction SMILES: [CH2:1]([CH3:2])[O:3][C:4]([C:5]([CH2:6][c:7]1[cH:8][cH:9][c:10]([O:13][CH2:14][CH2:15][CH:16]2[NH:17][C:18](=[O:32])[N:19]([CH2:21][c:22]3[cH:23][c:24]4[cH:25][cH:26][cH:27][cH:28][c:29]4[cH:30][cH:31]3)[CH2:20]2)[cH:11][cH:12]1)([O:33][c:34]1[cH:35][cH:36][cH:37][cH:38][cH:39]1)[CH3:40])=[O:41].[H-:43].[I:44][CH3:45].[Na+:42].[O:46]=[CH:47][N:48]([CH3:49])[CH3:50]>>[CH2:1]([CH3:2])[O:3][C:4]([C:5]([CH2:6][c:7]1[cH:8][cH:9][c:10]([O:13][CH2:14][CH2:15][CH:16]2[N:17]([CH3:45])[C:18](=[O:32])[N:19]([CH2:21][c:22]3[cH:23][c:24]4[cH:25][cH:26][cH:27][cH:28][c:29]4[cH:30][cH:31]3)[CH2:20]2)[cH:11][cH:12]1)([O:33][c:34]1[cH:35][cH:36][cH:37][cH:38][cH:39]1)[CH3:40])=[O:41].